From a dataset of the Open Reaction Database (ORD), a public repository of structured organic reaction records. describe an organic reaction: reactants, conditions, products, and yield Starting materials: COc1ccc(C(=O)CBr)cc1OC, CN, CC(C)O, ClCCl. Yields the product Br, CNCC(=O)c1ccc(OC)c(OC)c1. As a reaction SMILES: [Br:3][CH2:4][C:5](=[O:6])[c:7]1[cH:8][c:9]([O:15][CH3:16])[c:10]([O:13][CH3:14])[cH:11][cH:12]1.[CH3:1][NH2:2].[CH:20]([OH:21])([CH3:22])[CH3:23].[Cl:17][CH2:18][Cl:19]>>[BrH:3].[CH3:1][NH:2][CH2:4][C:5](=[O:6])[c:7]1[cH:8][c:9]([O:15][CH3:16])[c:10]([O:13][CH3:14])[cH:11][cH:12]1.